From a dataset of the Open Reaction Database (ORD), a public repository of structured organic reaction records. describe an organic reaction: reactants, conditions, products, and yield The reactants are ClC=1NC2=CC=CC=C2C1C=O (2-Chloro-1H-indole-3-carboxaldehyde), O(C1=CC=CC=C1)C1=CC=C(C=C1)B(O)O (4-phenoxyphenylboronic acid). Product: ClC=1N(C2=CC=CC=C2C1C=O)C1=CC=C(C=C1)OC1=CC=CC=C1 (2-chloro-1-(4-phenoxyphenyl)-1H-indole-3-carboxaldehyde). Isolated yield 34.0%. RXN SMILES: [Cl:1][C:2]1[NH:3][C:4]2[C:9]([C:10]=1[CH:11]=[O:12])=[CH:8][CH:7]=[CH:6][CH:5]=2.[O:13]([C:20]1[CH:25]=[CH:24][C:23](B(O)O)=[CH:22][CH:21]=1)[C:14]1[CH:19]=[CH:18][CH:17]=[CH:16][CH:15]=1>>[Cl:1][C:2]1[N:3]([C:23]2[CH:24]=[CH:25][C:20]([O:13][C:14]3[CH:19]=[CH:18][CH:17]=[CH:16][CH:15]=3)=[CH:21][CH:22]=2)[C:4]2[C:9]([C:10]=1[CH:11]=[O:12])=[CH:8][CH:7]=[CH:6][CH:5]=2. Procedure: 2-Chloro-1H-indole-3-carboxaldehyde is reacted with 4-phenoxyphenylboronic acid as described in Step 1 of Example 29 to afford 2-chloro-1-(4-phenoxyphenyl)-1H-indole-3-carboxaldehyde (34% yield) as a cream solid. ESI/MS 348 (M+H), 389 [(M+1+CH3CN) adduct], RT 3.74 min.